The task is: describe an organic reaction: reactants, conditions, products, and yield. This data is from the Open Reaction Database (ORD), a public repository of structured organic reaction records. RXN SMILES: [F:1][C:2]1[CH:3]=[C:4]([O:9][C:10]2[CH:17]=[CH:16][C:15]([CH2:18][OH:19])=[CH:14][C:11]=2[C:12]#[N:13])[CH:5]=[N:6][C:7]=1[F:8].[H-].[Na+].Cl[C:23]1[CH:24]=[C:25]2[N:32]([CH3:33])[CH2:31][CH2:30][N:26]2[C:27](=[O:29])[N:28]=1>C1COCC1>[F:1][C:2]1[CH:3]=[C:4]([O:9][C:10]2[CH:17]=[CH:16][C:15]([CH2:18][O:19][C:23]3[CH:24]=[C:25]4[N:32]([CH3:33])[CH2:31][CH2:30][N:26]4[C:27](=[O:29])[N:28]=3)=[CH:14][C:11]=2[C:12]#[N:13])[CH:5]=[N:6][C:7]=1[F:8] |f:1.2|. Procedure details: Prepared in a manner similar to that described for E1 using 2-((5,6-difluoropyridin-3-yl)oxy)-5-(hydroxymethyl)benzonitrile (131 mg, 0.5 mmol) in THF (4 mL), NaH (30.0 mg, 0.750 mmol) and 7-chloro-1-methyl-2,3-dihydroimidazo[1,2-c]pyrimidin-5(1H)-one (93 mg, 0.500 mmol). Reactants: E1, ClC=1C=C2N(C(N1)=O)CCN2C (7-chloro-1-methyl-2,3-dihydroimidazo[1,2-c]pyrimidin-5(1H)-one), FC=1C=C(C=NC1F)OC1=C(C#N)C=C(C=C1)CO (2-((5,6-difluoropyridin-3-yl)oxy)-5-(hydroxymethyl)benzonitrile), [H-].[Na+] (NaH). Yields the product FC=1C=C(C=NC1F)OC1=C(C#N)C=C(C=C1)COC=1C=C2N(C(N1)=O)CCN2C (2-((5,6-difluoropyridin-3-yl)oxy)-5-(((1-methyl-5-oxo-1,2,3,5-tetrahydroimidazo[1,2-c]pyrimidin-7-yl)oxy)methyl)benzonitrile). Solvent: C1CCOC1 (THF).